This data is from the Open Reaction Database (ORD), a public repository of structured organic reaction records. The task is: describe an organic reaction: reactants, conditions, products, and yield Isolated yield 10.0%. Product: C(C)(C)(C)[Si](OC1CC(CCC1)N1NC=C(C1)B1OC(C(O1)(C)C)(C)C)(C)C (2-[3-(tert-butyl-dimethyl-silanyloxy)-cyclohexyl]-4-(4,4,5,5-tetramethyl-[1,3,2]dioxaborolan-2-yl)-1H-pyrazole). Reported procedure: The title compound was prepared in 10% yield from methanesulfonic acid 3-(tert-butyl-dimethyl-silanyloxy)-cyclohexyl ester by a procedure analogous to Intermediate 28, Step C. The crude compound was purified by column chromatography (25% ethyl acetate:hexanes and then DCM) to afford the title compound. 1H NMR (300 MHz, CDCl3): δ 7.76 (s, 1H), 7.27 (s, 1H), 4.45-4.63 (m, 1H), 4.23 (br. s, 1H), 2.05-2.09 (m, 2H), 1.5-1.9 (m, 6H), 1.45 (s, 9H), 1.31 (s, 12H), 0.05 (s, 6H). RXN SMILES: [C:1]([Si:5]([CH3:19])([CH3:18])[O:6][CH:7]1[CH2:12][CH2:11][CH2:10][CH:9](OS(C)(=O)=O)[CH2:8]1)([CH3:4])([CH3:3])[CH3:2].[Si](OC1CCC([N:33]2[CH2:37][C:36]([B:38]3[O:42][C:41]([CH3:44])([CH3:43])[C:40]([CH3:46])([CH3:45])[O:39]3)=[CH:35][NH:34]2)C1)(C(C)(C)C)(C)C>>[C:1]([Si:5]([CH3:19])([CH3:18])[O:6][CH:7]1[CH2:12][CH2:11][CH2:10][CH:9]([N:33]2[CH2:37][C:36]([B:38]3[O:39][C:40]([CH3:46])([CH3:45])[C:41]([CH3:44])([CH3:43])[O:42]3)=[CH:35][NH:34]2)[CH2:8]1)([CH3:4])([CH3:3])[CH3:2]. Starting materials: C(C)(C)(C)[Si](OC1CC(CCC1)OS(=O)(=O)C)(C)C (methanesulfonic acid 3-(tert-butyl-dimethyl-silanyloxy)-cyclohexyl ester), [Si](C)(C)(C(C)(C)C)OC1CC(CC1)N1NC=C(C1)B1OC(C(O1)(C)C)(C)C (2-[3-(tert-butyldimethylsilanyloxy)-cyclopentyl]-4-(4,4,5,5-tetramethyl-[1,3,2]dioxaborolan-2-yl)-1H-pyrazole). Reactants: C[Si](C)(C)c1cc2c(Br)ccnc2n1S(=O)(=O)c1ccccc1, C1COCCO1, Cn1cc(B2OC(C)(C)C(C)(C)O2)c(-c2ccc([N+](=O)[O-])cc2)n1, N#N, [Na+], O=C([O-])O, c1ccc(P(c2ccccc2)(c2ccccc2)[Pd](P(c2ccccc2)(c2ccccc2)c2ccccc2)(P(c2ccccc2)(c2ccccc2)c2ccccc2)P(c2ccccc2)(c2ccccc2)c2ccccc2)cc1. The product is Cn1cc(-c2ccnc3c2cc([Si](C)(C)C)n3S(=O)(=O)c2ccccc2)c(-c2ccc([N+](=O)[O-])cc2)n1. RXN SMILES: [Br:1][c:2]1[c:3]2[c:4]([n:5][cH:6][cH:7]1)[n:8]([S:15](=[O:16])(=[O:17])[c:18]1[cH:19][cH:20][cH:21][cH:22][cH:23]1)[c:9]([Si:11]([CH3:12])([CH3:13])[CH3:14])[cH:10]2.[CH2:50]1[O:51][CH2:52][CH2:53][O:54][CH2:55]1.[CH3:24][n:25]1[n:26][c:27](-[c:39]2[cH:40][cH:41][c:42]([N+:45](=[O:46])[O-:47])[cH:43][cH:44]2)[c:28]([B:30]2[O:31][C:32]([CH3:33])([CH3:34])[C:35]([CH3:36])([CH3:37])[O:38]2)[cH:29]1.[N:48]#[N:49].[Na+:60].[O-:56][C:57]([OH:58])=[O:59].[cH:61]1[cH:62][cH:63][c:64]([P:65]([Pd:66]([P:67]([c:68]2[cH:69][cH:70][cH:71][cH:72][cH:73]2)([c:74]2[cH:75][cH:76][cH:77][cH:78][cH:79]2)[c:80]2[cH:81][cH:82][cH:83][cH:84][cH:85]2)([P:86]([c:87]2[cH:88][cH:89][cH:90][cH:91][cH:92]2)([c:93]2[cH:94][cH:95][cH:96][cH:97][cH:98]2)[c:99]2[cH:100][cH:101][cH:102][cH:103][cH:104]2)[P:105]([c:106]2[cH:107][cH:108][cH:109][cH:110][cH:111]2)([c:112]2[cH:113][cH:114][cH:115][cH:116][cH:117]2)[c:118]2[cH:119][cH:120][cH:121][cH:122][cH:123]2)([c:124]2[cH:125][cH:126][cH:127][cH:128][cH:129]2)[c:130]2[cH:131][cH:132][cH:133][cH:134][cH:135]2)[cH:136][cH:137]1>>[c:2]1(-[c:28]2[c:27](-[c:39]3[cH:40][cH:41][c:42]([N+:45](=[O:46])[O-:47])[cH:43][cH:44]3)[n:26][n:25]([CH3:24])[cH:29]2)[c:3]2[c:4]([n:5][cH:6][cH:7]1)[n:8]([S:15](=[O:16])(=[O:17])[c:18]1[cH:19][cH:20][cH:21][cH:22][cH:23]1)[c:9]([Si:11]([CH3:12])([CH3:13])[CH3:14])[cH:10]2. Starting materials: CC(CC(C[C@@H](CC=C)C=1OC=C(N1)C(=O)OCC)=O)(C)C (ethyl 2-[(1R)-1-(4,4-dimethyl-2-oxopentyl)-3-butenyl]-1,3-oxazole-4-carboxylate), C(CC(O)(C(=O)O)CC(=O)O)(=O)O (citric acid), O.[OH-].[Li+] (lithium hydroxide monohydrate), [OH-].[Li+] (lithium hydroxide). Solvent: O1CCOCC1 (1,4-dioxan), O (water). Reaction conditions: temperature 0 celsius, time 4 hour. Yields the product C(C)(C)(C)OC(C[C@@H](CC=C)C=1OC=C(N1)C(=O)O)=O (2-[(1R)-1-(2-tert-butoxy-2-oxoethyl)-3-butenyl]-1,3-oxazole-4-carboxylic Acid). Yield: 228.7%. Reaction SMILES: CC(C)(C)C[C:4](=[O:20])[CH2:5][C@H:6]([C:10]1[O:11][CH:12]=[C:13]([C:15]([O:17]CC)=[O:16])[N:14]=1)[CH2:7][CH:8]=[CH2:9].O.[OH-].[Li+].[OH-].[Li+].C(O)(=O)[CH2:29][C:30]([CH2:35]C(O)=O)([C:32](O)=O)[OH:31]>O1CCOCC1.O>[C:30]([O:31][C:4](=[O:20])[CH2:5][C@H:6]([C:10]1[O:11][CH:12]=[C:13]([C:15]([OH:17])=[O:16])[N:14]=1)[CH2:7][CH:8]=[CH2:9])([CH3:35])([CH3:32])[CH3:29] |f:1.2.3,4.5|. Procedure: Two identical reactions were put on each containing the following: A solution of ethyl 2-[(1R)-1-(4,4-dimethyl-2-oxopentyl)-3-butenyl]-1,3-oxazole-4-carboxylate (Preparation 115) (4.0 g, 12.9 mmol) in 1,4-dioxan (40 ml) and water (20 ml) was cooled to 0° C. and treated with lithium hydroxide monohydrate (0.8 g, 19.0 mmol). The mixture was stirred at 0° C. for 4 hours. Further lithium hydroxide monhydrate (0.8 g, 19.0 mmol) was added and stirred at 0° C. for 10 minutes. The two reactions were com... Starting materials: ClC=1C=C(C2=CC=C(C=C2C2=NC3=CC=C(C=C3C=C2)C2=NC3=C(N2C2CCCCC2)C=CC(=C3)C(=O)O)OC)C=CC1F (2-[2-(3′-chloro-4′-fluoro-4-methoxy-biphen-2-yl)-quinolin-6-yl]-1-cyclohexyl-1H-benzoimidazole-5-carboxylic acid), COC(=O)C1=CC2=C(N(C(=N2)C=2C=C3C=CC(=NC3=CC2)C2=C(C=CC(=C2)OC)Br)C2CCCCC2)C=C1 (2-[2-(2-Bromo-5-methoxy-phenyl)-quinolin-6-yl]-1-cyclohexyl-1H-benzoimidazole-5-carboxylic acid Methyl Ester), S1C(=CC=C1)B(O)O (2-thiopheneboronic acid). The product is C1(CCCCC1)N1C(=NC2=C1C=CC(=C2)C(=O)O)C=2C=C1C=CC(=NC1=CC2)C2=C(C=CC(=C2)OC)C=2SC=CC2 (1-cyclohexyl-2-[2-(5-methoxy-2-thiophen-2-yl-phenyl)-quinolin-6-yl]-1H-benzoimidazole-5-carboxylic acid). Yield: 27.0%. RXN SMILES: ClC1C=[C:4]([CH:41]=[CH:42][C:43]=1F)[C:5]1[C:10]([C:11]2[CH:20]=[CH:19][C:18]3[C:13](=[CH:14][CH:15]=[C:16]([C:21]4[N:25]([CH:26]5[CH2:31][CH2:30][CH2:29][CH2:28][CH2:27]5)[C:24]5[CH:32]=[CH:33][C:34]([C:36]([OH:38])=[O:37])=[CH:35][C:23]=5[N:22]=4)[CH:17]=3)[N:12]=2)=[CH:9][C:8]([O:39][CH3:40])=[CH:7][CH:6]=1.COC(C1C=CC2N(C3CCCCC3)C(C3C=C4C(=CC=3)N=C(C3C=C(OC)C=CC=3Br)C=C4)=NC=2C=1)=O.[S:83]1C=CC=C1B(O)O>>[CH:26]1([N:25]2[C:24]3[CH:32]=[CH:33][C:34]([C:36]([OH:38])=[O:37])=[CH:35][C:23]=3[N:22]=[C:21]2[C:16]2[CH:17]=[C:18]3[C:13](=[CH:14][CH:15]=2)[N:12]=[C:11]([C:10]2[CH:9]=[C:8]([O:39][CH3:40])[CH:7]=[CH:6][C:5]=2[C:4]2[S:83][CH:43]=[CH:42][CH:41]=2)[CH:20]=[CH:19]3)[CH2:31][CH2:30][CH2:29][CH2:28][CH2:27]1. Procedure: Following the full procedure and workup for Compound 366, Compound 365b (100 mg, 0.175 mmol) was reacted with 2-thiopheneboronic acid (34 mg, 0.2625 mmol) to produce the title compound (26 mg, 27% yield).